Dataset: the Open Reaction Database (ORD), a public repository of structured organic reaction records. Task: describe an organic reaction: reactants, conditions, products, and yield Reactants: O=C(O)c1cc(Br)c(Br)s1, Cn1nccc1B1OCC(C)(C)CO1, [K+], [K+], O=C([O-])[O-], C1COCCO1, O. Yields the product Cn1nccc1-c1sc(C(=O)O)cc1Br. RXN SMILES: [Br:1][c:2]1[cH:3][c:4]([C:8](=[O:9])[OH:10])[s:5][c:6]1[Br:7].[CH3:17][C:18]1([CH3:19])[CH2:20][O:21][B:22]([c:24]2[cH:25][cH:26][n:27][n:28]2[CH3:29])[O:23][CH2:30]1.[K+:11].[K+:12].[O-:13][C:14]([O-:15])=[O:16].[O:31]1[CH2:32][CH2:33][O:34][CH2:35][CH2:36]1.[OH2:37]>>[Br:1][c:2]1[cH:3][c:4]([C:8](=[O:9])[OH:10])[s:5][c:6]1-[c:24]1[cH:25][cH:26][n:27][n:28]1[CH3:29]. Starting materials: N[C@H]1C[C@@H](C1)N(C(=O)OC(C)(C)C)C, n1c(cc(nc1N1CCOCC1)Cl)c1ccc(nc1)N. Reagents/catalysts: c1ccc(cc1)-c2c3ccccc3cc4ccccc24 (9-Phenylanthracene), [Li+].C[Si](C)(C)[N-][Si](C)(C)C (LiHMDS), 2G XPhos. Solvent: CC1=CC=CC=C1 (Toluene). Run at temperature 100 celsius, time 18 hour. Yields the product CN([C@@H]1C[C@H](C1)Nc2cc(nc(n2)N3CCOCC3)c4ccc(N)nc4)C(=O)OC(C)(C)C. As a reaction SMILES: [NH2:1][c:2]1[n:7][cH:6][c:5]([c:8]2[n:13][c:12]([N:14]3[CH2:19][CH2:18][O:17][CH2:16][CH2:15]3)[n:11][c:10](Cl)[cH:9]2)[cH:4][cH:3]1.[CH3:20][N:21]([C:27]([O:29][C:30]([CH3:33])([CH3:32])[CH3:31])=[O:28])[C@H:22]1[CH2:26][C@H:24]([NH2:25])[CH2:23]1>>[CH3:20][N:21]([C:27]([O:29][C:30]([CH3:33])([CH3:32])[CH3:31])=[O:28])[C@H:22]1[CH2:26][C@H:24]([NH:25][c:10]2[n:11][c:12]([N:14]3[CH2:19][CH2:18][O:17][CH2:16][CH2:15]3)[n:13][c:8]([c:5]4[cH:6][n:7][c:2]([NH2:1])[cH:3][cH:4]4)[cH:9]2)[CH2:23]1.